describe an organic reaction: reactants, conditions, products, and yield From a dataset of the Open Reaction Database (ORD), a public repository of structured organic reaction records. The reactants are ClC1=C(C(=CC(=C1)Cl)Cl)[N+](=O)[O-] (2,4,6-trichloronitrobenzene), NCCOCCO (2-(β-aminoethoxy)ethanol), ice. Run in O1CCOCC1 (dioxan). Conditions: time 4 hour. Product: ClC1=CC(=C(C(=C1)NCCOCCO)[N+](=O)[O-])NCCOCCO (4-chloro-2-(β-hydroxyethoxyethyl)amino6-(β-hydroxyethoxyethyl)aminonitrobenzene). As a reaction SMILES: Cl[C:2]1[CH:7]=[C:6]([Cl:8])[CH:5]=[C:4](Cl)[C:3]=1[N+:10]([O-:12])=[O:11].[NH2:13][CH2:14][CH2:15][O:16][CH2:17][CH2:18][OH:19]>O1CCOCC1>[Cl:8][C:6]1[CH:5]=[C:4]([NH:13][CH2:14][CH2:15][O:16][CH2:17][CH2:18][OH:19])[C:3]([N+:10]([O-:12])=[O:11])=[C:2]([NH:13][CH2:14][CH2:15][O:16][CH2:17][CH2:18][OH:19])[CH:7]=1. Reported procedure: The mixture consisting of 0.1 mole (22.6 g) of 2,4,6-trichloronitrobenzene, 0.6 mole (63 g) of 2-(β-aminoethoxy)ethanol and 20 ml of dioxan is heated to reflux of the dioxon. After 4 hours, the reaction mixture is poured onto to 200 g of ice. The product expected crystallizes on acidifying with concentrated hydrochloric acid. After draining, washing with water and drying by heating under vacuum, the product is recrystallized from acetonitrile and then from toluene. It melts at 83° C. The solvent is C(Cl)Cl (methylene chloride). Conditions: temperature 0 celsius, time 0.5 hour. Starting materials: C([O-])(O)=O.[Na+] (sodium bicarbonate), ice, OCC1=CC=C(S1)C(=O)OC (methyl 5-(hydroxymethyl)thiophene-2-carboxylate), P(Br)(Br)Br (phosphorus tribromide). Procedure details: To an ice-cold solution of methyl 5-(hydroxymethyl)thiophene-2-carboxylate (375 mg, 2.17 mmol) in methylene chloride (9.0 mL) is added phosphorus tribromide (100 μL, 1.08 mmol) and the reaction mixture is stirred at 0° C. for 0.5 h. Saturated sodium bicarbonate (10 mL) is carefully added to the reaction mixture and the phases are separated. The organic phase is washed with water, dried (sodium sulfate), filtered, and concentrated under reduced pressure to yield the title compound in pure form. E... Yields the product BrCC1=CC=C(S1)C(=O)OC (Methyl 5-(bromomethyl)thiophene-2-carboxylate). Reaction SMILES: O[CH2:2][C:3]1[S:7][C:6]([C:8]([O:10][CH3:11])=[O:9])=[CH:5][CH:4]=1.P(Br)(Br)[Br:13].C(=O)(O)[O-].[Na+]>C(Cl)Cl>[Br:13][CH2:2][C:3]1[S:7][C:6]([C:8]([O:10][CH3:11])=[O:9])=[CH:5][CH:4]=1 |f:2.3|. Reactants: ClCC(CC(=O)OC)=O (methyl 4-chloroacetoacetate), N1=CC=CC=C1 (pyridine). Product: [Cl-].C(CC(=O)C)(=O)[O-].CC1=NC=C[CH2+]=C1.CC1=NC=C[CH2+]=C1 (methyl 4-pyridiniumacetoacetate chloride). Yield: 74.0%. Reaction SMILES: [Cl:1][CH2:2][C:3](=[O:9])[CH2:4][C:5]([O:7]C)=[O:6].[N:10]1[CH:15]=[CH:14][CH:13]=[CH:12][CH:11]=1>>[Cl-:1].[C:5]([O-:7])(=[O:6])[CH2:4][C:3]([CH3:2])=[O:9].[CH3:2][C:11]1[CH:12]=[CH2+:13][CH:14]=[CH:15][N:10]=1.[CH3:2][C:3]1[CH:4]=[CH2+:5][CH:12]=[CH:11][N:10]=1 |f:2.3.4.5|. Procedure: The title compound was prepared as described in Example 1 from pyridine and methyl 4-chloroacetoacetate in a yield of 74%. Reactants: COc1cccc(-c2nc(N3CCOCC3)nc(Cl)c2CCCl)c1, NCc1cccnc1. Yields the product COc1cccc(-c2nc(N3CCOCC3)nc3c2CCN3Cc2cccnc2)c1. Reaction SMILES: [Cl:1][c:2]1[n:3][c:4]([N:19]2[CH2:20][CH2:21][O:22][CH2:23][CH2:24]2)[n:5][c:6](-[c:11]2[cH:12][c:13]([O:17][CH3:18])[cH:14][cH:15][cH:16]2)[c:7]1[CH2:8][CH2:9][Cl:10].[NH2:25][CH2:26][c:27]1[cH:28][n:29][cH:30][cH:31][cH:32]1>>[c:2]12[n:3][c:4]([N:19]3[CH2:20][CH2:21][O:22][CH2:23][CH2:24]3)[n:5][c:6](-[c:11]3[cH:12][c:13]([O:17][CH3:18])[cH:14][cH:15][cH:16]3)[c:7]1[CH2:8][CH2:9][N:25]2[CH2:26][c:27]1[cH:28][n:29][cH:30][cH:31][cH:32]1. Starting materials: Cl (HCl), NC(C)(C)C1=CC=C(C=C1)NC1=C(C=NC2=CC=C(C=C12)C1=CC(=C(C(=C1)Cl)O)Cl)C(=O)C1CC1 ({4-[4-(2-aminopropan-2-yl)phenylamino]-6-(3,5-dichloro-4-hydroxyphenyl)quinolin-3-yl}(cyclopropyl)methanone). The reagents and catalysts are CCOCC (ether). Run in CO (methanol). Yields the product Cl.NC(C)(C)C1=CC=C(C=C1)NC1=C(C=NC2=CC=C(C=C12)C1=CC(=C(C(=C1)Cl)O)Cl)C(=O)C1CC1 ({4-[4-(2-Aminopropan-2-yl)phenylamino]-6-(3,5-dichloro-4-hydroxyphenyl)quinolin-3-yl}(cyclopropyl)methanone hydrochloride), hydrochloride salt. As a reaction SMILES: [NH2:1][C:2]([C:5]1[CH:10]=[CH:9][C:8]([NH:11][C:12]2[C:21]3[C:16](=[CH:17][CH:18]=[C:19]([C:22]4[CH:27]=[C:26]([Cl:28])[C:25]([OH:29])=[C:24]([Cl:30])[CH:23]=4)[CH:20]=3)[N:15]=[CH:14][C:13]=2[C:31]([CH:33]2[CH2:35][CH2:34]2)=[O:32])=[CH:7][CH:6]=1)([CH3:4])[CH3:3].Cl>CO.CCOCC>[ClH:28].[NH2:1][C:2]([C:5]1[CH:6]=[CH:7][C:8]([NH:11][C:12]2[C:21]3[C:16](=[CH:17][CH:18]=[C:19]([C:22]4[CH:23]=[C:24]([Cl:30])[C:25]([OH:29])=[C:26]([Cl:28])[CH:27]=4)[CH:20]=3)[N:15]=[CH:14][C:13]=2[C:31]([CH:33]2[CH2:34][CH2:35]2)=[O:32])=[CH:9][CH:10]=1)([CH3:4])[CH3:3] |f:4.5|. Procedure details: To a suspension of {4-[4-(2-aminopropan-2-yl)phenylamino]-6-(3,5-dichloro-4-hydroxyphenyl)quinolin-3-yl}(cyclopropyl)methanone (14 mg, 0.028 mmol) in methanol (5 mL) was added HCl in ether (3 drops, 2 M). The resultant solution was concentrated to obtain the desired product as the hydrochloride salt (13 mg) as a yellow solid: 1H NMR (500 MHz, CD3OD) δ 9.31 (s, 1H), 8.24-8.22 (m, 1H), 8.18 (s, 1H), 8.04 (d, J=8.8 Hz, 1H), 7.65 (d, J=9.0 Hz, 2H), 7.49 (d, J=9.0 Hz, 2H), 7.42 (s, 2H), 2.84-2.75 (m,...